This data is from the Open Reaction Database (ORD), a public repository of structured organic reaction records. The task is: describe an organic reaction: reactants, conditions, products, and yield Reactants: C#Cc1ccsc1, CC(=O)OCC1OC(O)(c2ccc(Cl)c(Cc3ccc(OS(=O)(=O)C(F)(F)F)cc3)c2)C(OC(C)=O)C(OC(C)=O)C1OC(C)=O. Product: CC(=O)OCC1OC(O)(c2ccc(Cl)c(Cc3ccc(C#Cc4ccsc4)cc3)c2)C(OC(C)=O)C(OC(C)=O)C1OC(C)=O. As a reaction SMILES: [C:47](#[CH:48])[c:49]1[cH:50][s:51][cH:52][cH:53]1.[Cl:1][c:2]1[c:3]([CH2:32][c:33]2[cH:34][cH:35][c:36]([O:39][S:40]([C:41]([F:42])([F:43])[F:44])(=[O:45])=[O:46])[cH:37][cH:38]2)[cH:4][c:5]([C:8]2([OH:9])[CH:10]([O:11][C:12]([CH3:13])=[O:14])[CH:15]([O:16][C:17]([CH3:18])=[O:19])[CH:20]([O:21][C:22]([CH3:23])=[O:24])[CH:25]([CH2:27][O:28][C:29]([CH3:30])=[O:31])[O:26]2)[cH:6][cH:7]1>>[Cl:1][c:2]1[c:3]([CH2:32][c:33]2[cH:34][cH:35][c:36]([C:48]#[C:47][c:49]3[cH:50][s:51][cH:52][cH:53]3)[cH:37][cH:38]2)[cH:4][c:5]([C:8]2([OH:9])[CH:10]([O:11][C:12]([CH3:13])=[O:14])[CH:15]([O:16][C:17]([CH3:18])=[O:19])[CH:20]([O:21][C:22]([CH3:23])=[O:24])[CH:25]([CH2:27][O:28][C:29]([CH3:30])=[O:31])[O:26]2)[cH:6][cH:7]1. The reactants are BrCC(=O)OC (Methyl bromoacetate), C([O-])([O-])=O.[K+].[K+] (potassium carbonate), C(C)(C)(C)OC(=O)N1CC(CC1)C1=C(C=C(C=C1)S(=O)(=O)C1=CC(=CC=C1)F)O (3-[4-(3-fluoro-benzenesulfonyl)-2-hydroxy-phenyl]-pyrrolidine-1-carboxylic acid tert-butyl ester). Solvent: CC(=O)C (acetone). Reaction conditions: time 4 hour. Product: C(C)(C)(C)OC(=O)N1CC(CC1)C1=C(C=C(C=C1)S(=O)(=O)C1=CC(=CC=C1)F)OCC(=O)OC (3-[4-(3-fluoro-benzenesulfonyl)-2-methoxycarbonylmethoxy-phenyl]-pyrrolidine-1-carboxylic acid tert-butyl ester). The yield is 103.6%. RXN SMILES: Br[CH2:2][C:3]([O:5][CH3:6])=[O:4].C(=O)([O-])[O-].[K+].[K+].[C:13]([O:17][C:18]([N:20]1[CH2:24][CH2:23][CH:22]([C:25]2[CH:30]=[CH:29][C:28]([S:31]([C:34]3[CH:39]=[CH:38][CH:37]=[C:36]([F:40])[CH:35]=3)(=[O:33])=[O:32])=[CH:27][C:26]=2[OH:41])[CH2:21]1)=[O:19])([CH3:16])([CH3:15])[CH3:14]>CC(C)=O>[C:13]([O:17][C:18]([N:20]1[CH2:24][CH2:23][CH:22]([C:25]2[CH:30]=[CH:29][C:28]([S:31]([C:34]3[CH:39]=[CH:38][CH:37]=[C:36]([F:40])[CH:35]=3)(=[O:33])=[O:32])=[CH:27][C:26]=2[O:41][CH2:2][C:3]([O:5][CH3:6])=[O:4])[CH2:21]1)=[O:19])([CH3:16])([CH3:14])[CH3:15] |f:1.2.3|. Reported procedure: Methyl bromoacetate (47 L, 0.495 mmol), followed by potassium carbonate (136.7 mg, 0.99 mmol) were added to a solution of 3-[4-(3-fluoro-benzenesulfonyl)-2-hydroxy-phenyl]-pyrrolidine-1-carboxylic acid tert-butyl ester (198.7 mg, 0.471 mmol) in acetone (5 mL) under argon atmosphere. The reaction mixture was stirred at room temperature for 4 hours, then filtered and the solvent was evaporated under reduced pressure to give 240.9 mg of 3-[4-(3-fluoro-benzenesulfonyl)-2-methoxycarbonylmethoxy-pheny... Reactants: CN(C1CCC(CC1)=O)C (4-dimethylamino-1-cyclohexanone), Cl.C(C1=CC=CC=C1)OC1=CC=C(C=C1)NN (4-benzyloxyphenylhydrazine hydrochloride), N1=CC=CC=C1 (pyridine). The solvent is O (water), C(C)O (ethanol), O (water). Conditions: time 18 hour. Yields the product C(C1=CC=CC=C1)OC=1C=C2C=3CC(CCC3NC2=CC1)N(C)C (6-benzyloxy-3-dimethylamino-1,2,3,4-tetrahydrocarbazole). Isolated yield 24.9%. As a reaction SMILES: [CH3:1][N:2]([CH3:10])[CH:3]1[CH2:8][CH2:7][C:6](=O)[CH2:5][CH2:4]1.Cl.[CH2:12]([O:19][C:20]1[CH:25]=[CH:24][C:23]([NH:26]N)=[CH:22][CH:21]=1)[C:13]1[CH:18]=[CH:17][CH:16]=[CH:15][CH:14]=1.N1C=CC=CC=1>C(O)C.O>[CH2:12]([O:19][C:20]1[CH:25]=[C:24]2[C:23](=[CH:22][CH:21]=1)[NH:26][C:6]1[CH2:7][CH2:8][CH:3]([N:2]([CH3:10])[CH3:1])[CH2:4][C:5]2=1)[C:13]1[CH:18]=[CH:17][CH:16]=[CH:15][CH:14]=1 |f:1.2|. Procedure: To a solution of 3.78 gm (26.8 mMol) 4-dimethylamino-1-cyclohexanone and 6.69 gm (26.8 mMol) 4-benzyloxyphenylhydrazine hydrochloride in 50 mL ethanol were added 2.17 mL (26.8 mMol) pyridine. To this solution were added 5×10 mL portions of water and the reaction mixture then stored at 0° C. for 18 hours. The reaction mixture was then diluted with an additional 50 mL of water and the mixture extracted well with dichloromethane. The combined organic extracts were dried over sodium sulfate and the ...